From a dataset of the Open Reaction Database (ORD), a public repository of structured organic reaction records. describe an organic reaction: reactants, conditions, products, and yield Reactants: N (ammonia), ON1N=NC2=C1C=CC=C2 (1-hydroxybenzotriazole), Cl.CN(CCCN=C=NCC)C (N-(3-dimethylaminopropyl)-N′-ethyl-carbodiimide hydrochloride), FC=1C=C(COC2=CC=C(C=C2)C#CC(=O)O)C=CC1 ([4-(3-fluoro-benzyloxy)-phenyl]-propynoic acid). Run in C1CCOC1 (THF), O (water). Reaction conditions: time 30 minute. Product: FC=1C=C(COC2=CC=C(C=C2)C#CC(=O)N)C=CC1 (3-[4-(3-Fluoro-benzyloxy)-phenyl]-propynoic acid amide). Yield: 56.7%. RXN SMILES: [F:1][C:2]1[CH:3]=[C:4]([CH:18]=[CH:19][CH:20]=1)[CH2:5][O:6][C:7]1[CH:12]=[CH:11][C:10]([C:13]#[C:14][C:15](O)=[O:16])=[CH:9][CH:8]=1.O[N:22]1C2C=CC=CC=2N=N1.Cl.CN(C)CCCN=C=NCC.N>C1COCC1.O>[F:1][C:2]1[CH:3]=[C:4]([CH:18]=[CH:19][CH:20]=1)[CH2:5][O:6][C:7]1[CH:12]=[CH:11][C:10]([C:13]#[C:14][C:15]([NH2:22])=[O:16])=[CH:9][CH:8]=1 |f:2.3|. Procedure: 50 mg (0.19 mmol) of [4-(3-fluoro-benzyloxy)-phenyl]-propynoic acid is dissolved in 3 ml of THF and treated with 27 mg (0.2 mmol) of 1-hydroxybenzotriazole and 37 mg (0.19 mmol) of N-(3-dimethylaminopropyl)-N′-ethyl-carbodiimide hydrochloride. The resulting mixture is stirred at RT for 30 minutes, cooled to 0° C. and treated with 1 ml of concentrated ammonia. The suspension is stirred overnight at RT, diluted with water and extracted three times with dichloromethane. Flash-chromatography (silica... Reactants: COC=1C=C(C=C(C1OC)OC)N=C=S (3,4,5-trimethoxyphenylisothiocyanate), ClC1=C(C=CC=C1)N1CCN(CC1)CCCO (3-[4-(2-chlorophenyl) -1-piperazinyl]propanol). Solvent: C1(=CC=CC=C1)C (toluene). Product: Cl.ClC1=C(C=CC=C1)N1CCN(CC1)CCCOC(NC1=CC(=C(C(=C1)OC)OC)OC)=S (4-(2-Chlorophenyl)-1-(3-[3,4,5-trimethoxyphenyl(thiocarbamoyl)oxy]propyl)piperazine, hydrochloride). The yield is 42.6%. As a reaction SMILES: [CH3:1][O:2][C:3]1[CH:4]=[C:5]([N:13]=[C:14]=[S:15])[CH:6]=[C:7]([O:11][CH3:12])[C:8]=1[O:9][CH3:10].[Cl:16][C:17]1[CH:22]=[CH:21][CH:20]=[CH:19][C:18]=1[N:23]1[CH2:28][CH2:27][N:26]([CH2:29][CH2:30][CH2:31][OH:32])[CH2:25][CH2:24]1>C1(C)C=CC=CC=1>[ClH:16].[Cl:16][C:17]1[CH:22]=[CH:21][CH:20]=[CH:19][C:18]=1[N:23]1[CH2:24][CH2:25][N:26]([CH2:29][CH2:30][CH2:31][O:32][C:14](=[S:15])[NH:13][C:5]2[CH:4]=[C:3]([O:2][CH3:1])[C:8]([O:9][CH3:10])=[C:7]([O:11][CH3:12])[CH:6]=2)[CH2:27][CH2:28]1 |f:3.4|. Reported procedure: A mixture of 3,4,5-trimethoxyphenylisothiocyanate (2.0 mmol) (produced as in Example 22) and 3-[4-(2-chlorophenyl) -1-piperazinyl]propanol (510 mg; 2.0 mmol) in toluene (40 ml) was refluxed for 16 h. The solvent was evaporated and the residue resuspended in ethyl acetate filtered and evaporated to dryness. The residue was submitted to flash chromatography on silica gel 60 eluting with toluene/ethyl acetate (1:1). The product was taken up in ethanol, which was treated with hydrogen chloride in et...